Dataset: the Open Reaction Database (ORD), a public repository of structured organic reaction records. Task: describe an organic reaction: reactants, conditions, products, and yield Reaction SMILES: Cl.[CH3:2][N:3]([CH3:21])[CH2:4][CH2:5][CH2:6][N:7]([CH3:20])[C:8]1[CH:16]=[CH:15][C:11]([C:12]([OH:14])=O)=[C:10]([N+:17]([O-:19])=[O:18])[CH:9]=1.O=S(Cl)Cl.[F:26][C:27]1[CH:28]=[C:29]([CH:42]=[C:43]([F:45])[CH:44]=1)[CH2:30][O:31][C:32]1[CH:33]=[C:34]2[C:38](=[CH:39][CH:40]=1)[NH:37][N:36]=[C:35]2[NH2:41]>C1COCC1.CN(C=O)C.N1C=CC=CC=1>[F:26][C:27]1[CH:28]=[C:29]([CH:42]=[C:43]([F:45])[CH:44]=1)[CH2:30][O:31][C:32]1[CH:33]=[C:34]2[C:38](=[CH:39][CH:40]=1)[NH:37][N:36]=[C:35]2[NH:41][C:12](=[O:14])[C:11]1[CH:15]=[CH:16][C:8]([N:7]([CH2:6][CH2:5][CH2:4][N:3]([CH3:2])[CH3:21])[CH3:20])=[CH:9][C:10]=1[N+:17]([O-:19])=[O:18] |f:0.1|. Reagents/catalysts: CN(C)C=O (DMF). Reactants: FC=1C=C(COC=2C=C3C(=NNC3=CC2)N)C=C(C1)F (5-(3,5-difluoro-benzyloxy)-1H-indazol-3-ylamine), Cl.CN(CCCN(C1=CC(=C(C(=O)O)C=C1)[N+](=O)[O-])C)C (4-[(3-Dimethylamino-propyl)-methyl-amino]-2-nitro-benzoic acid hydrochloride), O=S(Cl)Cl (SOCl2). Conditions: temperature 4 celsius. Procedure: 4-[(3-Dimethylamino-propyl)-methyl-amino]-2-nitro-benzoic acid hydrochloride (500 mg, 1.57 mmol) in dry THF (15 mL) was treated with one drop of DMF and with neat SOCl2 (0.34 mL, 4.69 mmol). The reaction mixture was refluxed for 0.5 hours, evaporated. The residue was taken in toluene (10 mL) and evaporated to dryness to afford a yellow solid that was suspended in dry pyridine (15 mL), cooled to 4° C. and treated with 5-(3,5-difluoro-benzyloxy)-1H-indazol-3-ylamine (360 mg, 1.31 mmol) in pyridine... Solvent: N1=CC=CC=C1 (pyridine), C1CCOC1 (THF), N1=CC=CC=C1 (pyridine). The product is FC=1C=C(COC=2C=C3C(=NNC3=CC2)NC(C2=C(C=C(C=C2)N(C)CCCN(C)C)[N+](=O)[O-])=O)C=C(C1)F (N-[5-(3,5-difluoro-benzyloxy)-1H-indazol-3-yl]-4-[(3-dimethylamino-propyl)-methyl-amino]-2-nitro-benzamide). The yield is 6.4%. The reactants are CCCc1ccc(-c2ccc(=O)[nH]n2)cc1, CC(=O)OC(C)=O, O=[Cr](=O)=O, O=S(=O)(O)O. Product: CCC(=O)c1ccc(-c2ccc(=O)[nH]n2)cc1. RXN SMILES: [CH2:5]([CH2:6][CH3:7])[c:8]1[cH:9][cH:10][c:11](-[c:14]2[cH:15][cH:16][c:17](=[O:20])[nH:18][n:19]2)[cH:12][cH:13]1.[CH3:26][C:27]([O:28][C:29](=[O:30])[CH3:31])=[O:32].[O:1]=[Cr:2](=[O:3])=[O:4].[S:21]([OH:22])(=[O:23])(=[O:24])[OH:25]>>[C:5]([CH2:6][CH3:7])([c:8]1[cH:9][cH:10][c:11](-[c:14]2[cH:15][cH:16][c:17](=[O:20])[nH:18][n:19]2)[cH:12][cH:13]1)=[O:22]. Starting materials: P(O)(O)(O)=O (phosphoric acid), [O-]P(=O)([O-])[O-].[O-]P(=O)([O-])[O-].[O-]P(=O)([O-])[O-].[F-].[Ca+2].[Ca+2].[Ca+2].[Ca+2].[Ca+2] (phosphate rock), P(O)(O)(O)=O (phosphoric acid), S(O)(O)(=O)=O (sulphuric acid). The product is O=P12OP3(=O)OP(=O)(O1)OP(=O)(O2)O3 (P2O5). The yield is 35.0%. RXN SMILES: [P:1](=[O:5])([OH:4])([OH:3])[OH:2].[O-][P:7]([O-:10])([O-:9])=[O:8].[O-][P:12]([O-:15])([O-])=[O:13].[O-:16][P:17]([O-])([O-])=O.[F-].[Ca+2].[Ca+2].[Ca+2].[Ca+2].[Ca+2].S(=O)(=O)(O)O>>[O:5]=[P:1]12[O:4][P:7]3([O:10][P:12]([O:15][P:17]([O:9]3)([O:3]1)=[O:16])(=[O:13])[O:2]2)=[O:8] |f:1.2.3.4.5.6.7.8.9|. Reported procedure: In conventional methods for the production of wet process phosphoric acid, finely ground phosphate rock is reacted with dilute phosphoric acid (10% P2O5 to 25% P2O5) and sulphuric acid which may or may not be diluted. The reaction product is leached (i.e., digested or reacted with the acid) to yield a crude aqueous phosphoric acid solution in which is suspended a substantial quantity of solid impurities. This slurry is filtered to separate most of the undissolved gypsum and other solid impuritie... Starting materials: CCOc1cc2c(cc1OC)C(c1ccc(C(=O)O)cc1)=NC1CCN(C)CC21, CC(C)NC(C)COCc1ccc(C(F)(F)F)cc1. Product: CCOc1cc2c(cc1OC)C(c1ccc(C(=O)N(C(C)C)C(C)COCc3ccc(C(F)(F)F)cc3)cc1)=NC1CCN(C)CC21. Reaction SMILES: [CH2:1]([CH3:2])[O:3][c:4]1[cH:5][c:6]2[c:7]([cH:26][c:27]1[O:28][CH3:29])[C:8]([c:17]1[cH:18][cH:19][c:20]([C:21](=[O:22])[OH:23])[cH:24][cH:25]1)=[N:9][CH:10]1[CH2:11][CH2:12][N:13]([CH3:16])[CH2:14][CH:15]21.[CH:30]([CH3:31])([CH3:32])[NH:33][CH:34]([CH2:35][O:36][CH2:37][c:38]1[cH:39][cH:40][c:41]([C:44]([F:45])([F:46])[F:47])[cH:42][cH:43]1)[CH3:48]>>[CH2:1]([CH3:2])[O:3][c:4]1[cH:5][c:6]2[c:7]([cH:26][c:27]1[O:28][CH3:29])[C:8]([c:17]1[cH:18][cH:19][c:20]([C:21](=[O:22])[N:33]([CH:30]([CH3:31])[CH3:32])[CH:34]([CH2:35][O:36][CH2:37][c:38]3[cH:39][cH:40][c:41]([C:44]([F:45])([F:46])[F:47])[cH:42][cH:43]3)[CH3:48])[cH:24][cH:25]1)=[N:9][CH:10]1[CH2:11][CH2:12][N:13]([CH3:16])[CH2:14][CH:15]21.